From a dataset of the Open Reaction Database (ORD), a public repository of structured organic reaction records. describe an organic reaction: reactants, conditions, products, and yield Reactants: COC(=O)C1=NC=C(C=C1)N (5-aminopyridine-2-carboxylic acid methyl ester), ClC=1C=C(C=O)C=CC1 (m-chlorobenzaldehyde). The solvent is C1=CC=CC=C1 (benzene). Product: COC(=O)C1=NC=C(C=C1)N=CC1=CC(=CC=C1)Cl (5-(m-chlorobenzylideneamino)-pyridine-2-carboxylic acid methyl ester). RXN SMILES: [CH3:1][O:2][C:3]([C:5]1[CH:10]=[CH:9][C:8]([NH2:11])=[CH:7][N:6]=1)=[O:4].[Cl:12][C:13]1[CH:14]=[C:15]([CH:18]=[CH:19][CH:20]=1)[CH:16]=O>C1C=CC=CC=1>[CH3:1][O:2][C:3]([C:5]1[CH:10]=[CH:9][C:8]([N:11]=[CH:16][C:15]2[CH:18]=[CH:19][CH:20]=[C:13]([Cl:12])[CH:14]=2)=[CH:7][N:6]=1)=[O:4]. Reported procedure: The starting material is prepared as follows: The mixture of 30.44 g of 5-aminopyridine-2-carboxylic acid methyl ester, 30.9 g of m-chlorobenzaldehyde and 400 ml of benzene is refluxed on a water-trap for 3 days. It is evaporated and the residue recrystallized from benzene/ethylacetate/diethyl ether, to yield the 5-(m-chlorobenzylideneamino)-pyridine-2-carboxylic acid methyl ester melting at 139°-142°. Starting materials: C(C)(=O)O[C@H]1C=C(C(C1)=O)CC1=CC(=CC=C1)OC ((R)-3-(3-Methoxybenzyl)-4-oxocyclopent-2-enyl acetate), [OH-].[K+].CO (KOH CH3OH). Solvent: CO (MeOH). Reaction conditions: time 8 hour. Yields the product O[C@H]1C=C(C(C1)=O)CC1=CC(=CC=C1)OC ((R)-4-hydroxy-2-(3-methoxybenzyl)cyclopent-2-enone). The yield is 92.0%. Reaction SMILES: C([O:4][C@@H:5]1[CH2:9][C:8](=[O:10])[C:7]([CH2:11][C:12]2[CH:17]=[CH:16][CH:15]=[C:14]([O:18][CH3:19])[CH:13]=2)=[CH:6]1)(=O)C.[OH-].[K+].CO>CO>[OH:4][C@@H:5]1[CH2:9][C:8](=[O:10])[C:7]([CH2:11][C:12]2[CH:17]=[CH:16][CH:15]=[C:14]([O:18][CH3:19])[CH:13]=2)=[CH:6]1 |f:1.2.3|. Procedure: (R)-3-(3-Methoxybenzyl)-4-oxocyclopent-2-enyl acetate (0.5 g, 1.48 mmol), was dissolved in MeOH (5 ml), 7% KOH/CH3OH (5 ml) was added to the solution, and the mixture was stirred at room temperature overnight. The mixture was evaporated and the resulting residue was neutralized by HCl to pH=6.5, and extracted with EtOAc. The organic layer was washed with brine, dried over MgSO4, and evaporated. The resulting residue was purified by chromatography on a silica gel column using hexane-EtOAc as elue... Starting materials: C1CCOC1, CCO, N#Cc1ccc(N)c([N+](=O)[O-])c1. Yields the product N#Cc1ccc(N)c(N)c1. RXN SMILES: [CH2:16]1[O:17][CH2:18][CH2:19][CH2:20]1.[CH3:13][CH2:14][OH:15].[NH2:1][c:2]1[c:3]([N+:10]([O-:11])=[O:12])[cH:4][c:5]([C:6]#[N:7])[cH:8][cH:9]1>>[NH2:1][c:2]1[c:3]([NH2:10])[cH:4][c:5]([C:6]#[N:7])[cH:8][cH:9]1. The reactants are Cl (hydrochloric acid), C(CCC)[Li] (n-Butyllithium), BrC1=C(SC(=C1)Cl)Cl (3-bromo-2,5-dichlorothiophene), C(C)(C)OB(OC(C)C)OC(C)C (triisopropoxyborane). The solvent is CCCCCC (hexane), CCOCC (ether). Conditions: time 1 hour. Yields the product ClC=1SC(=CC1B(O)O)Cl ((2,5-dichlorothiophen-3-yl)-dihydroxyborane). Reaction SMILES: C([Li])CCC.Br[C:7]1[CH:11]=[C:10]([Cl:12])[S:9][C:8]=1[Cl:13].C([O:17][B:18](OC(C)C)[O:19]C(C)C)(C)C.Cl>CCCCCC.CCOCC>[Cl:13][C:8]1[S:9][C:10]([Cl:12])=[CH:11][C:7]=1[B:18]([OH:19])[OH:17]. Reported procedure: n-Butyllithium in hexane (1.66M solution, 5.2 ml) was added dropwise to a solution of 3-bromo-2,5-dichlorothiophene (2.0 g) and triisopropoxyborane (2.4 ml) in ether (20.0 ml) at -75-65° C. for 10 minutes and the mixture was stirred at same temperature for 1 hour. The reaction mixture was poured onto 1N-hydrochloric acid (30 ml) and the mixture was extracted with ether. The separated extract layer was washed with brine, dried over magnesium sulfate and evaporated in vacuo to give (2,5-dichloroth... As a reaction SMILES: [F:1][C:2]1[CH:16]=[CH:15][C:5]2[C:6]([CH:9]3[CH2:14][CH2:13][NH:12][CH2:11][CH2:10]3)=[N:7][O:8][C:4]=2[CH:3]=1.[CH2:17]1[C:26]2[C:21](=[CH:22][CH:23]=[CH:24][CH:25]=2)[CH2:20][CH2:19][NH:18]1.[C:27]([OH:34])(=[O:33])/[CH:28]=[CH:29]/[C:30]([OH:32])=[O:31].[CH:35]([OH:38])([CH3:37])[CH3:36]>C(O)C>[C:27]([OH:34])(=[O:33])/[CH:28]=[CH:29]/[C:30]([OH:32])=[O:31].[C:27]([OH:34])(=[O:33])/[CH:28]=[CH:29]/[C:30]([OH:32])=[O:31].[F:1][C:2]1[CH:16]=[CH:15][C:5]2[C:6]([CH:9]3[CH2:10][CH2:11][N:12]([CH2:36][CH:35]([OH:38])[CH2:37][N:18]4[CH2:19][CH2:20][C:21]5[C:26](=[CH:25][CH:24]=[CH:23][CH:22]=5)[CH2:17]4)[CH2:13][CH2:14]3)=[N:7][O:8][C:4]=2[CH:3]=1 |f:5.6.7|. Reactants: FC1=CC2=C(C(=NO2)C2CCNCC2)C=C1 (4-(6-fluoro-1,2-benzisoxaz-3-yl)piperidine), C1NCCC2=CC=CC=C12 (1,2,3,4-tetrahydroisoquinoline), C(C)(C)O (isopropyl alcohol), C(\C=C\C(=O)O)(=O)O (fumaric acid). Procedure details: A mixture of N-13-(2,3-epoxy)propyl]-4-(6-fluoro-1,2-benzisoxaz-3-yl)piperidine (3.56 g, 12.9 mmol) and 1,2,3,4-tetrahydroisoquinoline (2.06 g, 15.4 mmol) in isopropyl alcohol (150 ml) was heated at reflux for 4 hours. At the end of the reaction, the solvent was removed. The residual oil was purified by flash chromatography over a silica gel column (SiO2, 45 g, eluted with 1% CH3OH: 99% methylene chloride). The product thus purified as a light oil, weighed 4.15 g. The oil was treated with a solu... Yields the product C(\C=C\C(=O)O)(=O)O.C(\C=C\C(=O)O)(=O)O.FC1=CC2=C(C(=NO2)C2CCN(CC2)CC(CN2CC3=CC=CC=C3CC2)O)C=C1 (N-[3-[4-(6-Fluoro-1,2-benzisoxazol-3-yl)-1-piperidinyl]-2-hydroxy-1-propyl]-1,2,3,4-tetrahydroisoquinoline difumarate). Solvent: C(C)O (ethanol). The reactants are ClC1=NC=C(C(=N1)NC1CCCC1)[N+](=O)[O-] (2-chloro-4-(cyclopentylamino)-5-nitropyrimidine), CN(C1=CC=CC=C1)C (N,N-dimethylaniline), C(C)(C)(C)OC(=O)N1CCN(CC1)C1=CC=C(C=C1)N (1-(tert-butoxycarbonyl)-4-(4-aminophenyl)-piperazine). The solvent is C1CCOC1 (THF), CC(C)O (2-propanol), C(C)(=O)O (acetic acid), O (water). The product is C(C)(C)(C)OC(=O)N1CCN(CC1)C1=CC=C(C=C1)NC1=NC=C(C(=N1)NC1CCCC1)[N+](=O)[O-] (2-[[4-[4-(tert-Butoxycarbonyl)piperazin-1-yl]phenyl]amino]-4-(cyclopentylamino)-5-nitropyrimidine). The yield is 94.4%. As a reaction SMILES: Cl[C:2]1[N:7]=[C:6]([NH:8][CH:9]2[CH2:13][CH2:12][CH2:11][CH2:10]2)[C:5]([N+:14]([O-:16])=[O:15])=[CH:4][N:3]=1.CN(C)C1C=CC=CC=1.[C:26]([O:30][C:31]([N:33]1[CH2:38][CH2:37][N:36]([C:39]2[CH:44]=[CH:43][C:42]([NH2:45])=[CH:41][CH:40]=2)[CH2:35][CH2:34]1)=[O:32])([CH3:29])([CH3:28])[CH3:27]>C1COCC1.CC(O)C.C(O)(=O)C.O>[C:26]([O:30][C:31]([N:33]1[CH2:38][CH2:37][N:36]([C:39]2[CH:40]=[CH:41][C:42]([NH:45][C:2]3[N:7]=[C:6]([NH:8][CH:9]4[CH2:13][CH2:12][CH2:11][CH2:10]4)[C:5]([N+:14]([O-:16])=[O:15])=[CH:4][N:3]=3)=[CH:43][CH:44]=2)[CH2:35][CH2:34]1)=[O:32])([CH3:29])([CH3:27])[CH3:28]. Procedure details: To a solution of 0.73 g (3 mmol) of 2-chloro-4-(cyclopentylamino)-5-nitropyrimidine and 0.49 g (4 mmol) N,N-dimethylaniline in 10 mL THF is added a solution of 0.94 g (3.4 mmol) of 1-(tert-butoxycarbonyl)-4-(4-aminophenyl)-piperazine in 20 mL of 2-propanol, and the resulting mixture is heated under reflux for 2 hours. After cooling and acidification with acetic acid, the mixture is diluted with water to give 1.37 g (94%) of the title compound: mp (MeOH) 194–196° C. Reported procedure: A mixture of 5-(chloromethyl)-3-methyl-2-(2,2,2-trifluoroethoxy)pyridine (0.75 g, 3.15 mmol, Step-3) and sodium azide (0.41 g, 6.29 mmol) in DMA (8 mL) is stirred at 90° C. for 2 hours. The reaction mixture is poured into water (50 mL), and extracted with n-hexane/EtOAc (1:10, 50 mL). The organic layer is washed with water (50 mL) and dried over sodium sulfate. After filtration, the organic fraction is concentrated in vacuo to give 0.77 g (>99% yield) of the title compound as colorless oil. This... The solvent is CC(=O)N(C)C (DMA). Conditions: temperature 90 celsius, time 2 hour. Yield: 99.3%. RXN SMILES: Cl[CH2:2][C:3]1[CH:4]=[C:5]([CH3:15])[C:6]([O:9][CH2:10][C:11]([F:14])([F:13])[F:12])=[N:7][CH:8]=1.[N-:16]=[N+:17]=[N-:18].[Na+].O>CC(N(C)C)=O>[N:16]([CH2:2][C:3]1[CH:4]=[C:5]([CH3:15])[C:6]([O:9][CH2:10][C:11]([F:14])([F:13])[F:12])=[N:7][CH:8]=1)=[N+:17]=[N-:18] |f:1.2|. Yields the product N(=[N+]=[N-])CC=1C=C(C(=NC1)OCC(F)(F)F)C (5-(azidomethyl)-3-methyl-2-(2,2,2-trifluoroethoxy)pyridine). Starting materials: ClCC=1C=C(C(=NC1)OCC(F)(F)F)C (5-(chloromethyl)-3-methyl-2-(2,2,2-trifluoroethoxy)pyridine), [N-]=[N+]=[N-].[Na+] (sodium azide), O (water). The reactants are N1C(=CC2=CC=CC=C12)C(=O)O (indole-2-carboxylic acid), S(=O)(Cl)Cl (thionyl chloride). Solvent: C1=CC=CC=C1 (benzene). Yields the product N1C(=CC2=CC=CC=C12)C(=O)Cl (indole-2-carbonyl chloride). Reaction SMILES: [NH:1]1[C:9]2[C:4](=[CH:5][CH:6]=[CH:7][CH:8]=2)[CH:3]=[C:2]1[C:10]([OH:12])=O.S(Cl)([Cl:15])=O>C1C=CC=CC=1>[NH:1]1[C:9]2[C:4](=[CH:5][CH:6]=[CH:7][CH:8]=2)[CH:3]=[C:2]1[C:10]([Cl:15])=[O:12]. Procedure details: According to the synthesis scheme shown above, a mixture of indole-2-carboxylic acid (98 mg, 0.61 mmol, purchased from ACROS Co.), 10 ml benzene and thionyl chloride (SOCl2) (224 ml, 3.1 mmol) was placed in a 50 ml round-bottom flask purged with nitrogen gas and refluxed for 2 h while stirring, followed by cooling to room temperature. The mixture was concentrated to dry within a concentrator under a reduced pressure, and after the addition of 10 ml benzene, the mixture was concentrated again. Ex... Reactants: Cl (Hydrochloric acid), FC1=C(C=CC=C1F)[C@@H]1CC[C@H](C=2N(C1)C(CN2)CC)NC(OC(C)(C)C)=O (tert-butyl [(6S,9R)-6-(2,3-difluorophenyl)-3-ethyl-2,5,6,7,8,9-hexahydro-3H-imidazo[1,2-a]azepin-9-yl]carbamate). Solvent: O1CCOCC1 (1,4-dioxane). Reaction conditions: time 1 hour. The product is FC1=C(C=CC=C1F)[C@@H]1CC[C@H](C=2N(C1)C(CN2)CC)N ((6S,9R)-6-(2,3-Difluorophenyl)-3-ethyl-2,5,6,7,8,9-hexahydro-3H-imidazo[1,2-a]azepin-9-amine), bis hydrochloride. Reaction SMILES: Cl.[F:2][C:3]1[C:8]([F:9])=[CH:7][CH:6]=[CH:5][C:4]=1[C@H:10]1[CH2:16][N:15]2[CH:17]([CH2:20][CH3:21])[CH2:18][N:19]=[C:14]2[C@H:13]([NH:22]C(=O)OC(C)(C)C)[CH2:12][CH2:11]1>O1CCOCC1>[F:2][C:3]1[C:8]([F:9])=[CH:7][CH:6]=[CH:5][C:4]=1[C@H:10]1[CH2:16][N:15]2[CH:17]([CH2:20][CH3:21])[CH2:18][N:19]=[C:14]2[C@H:13]([NH2:22])[CH2:12][CH2:11]1. Procedure: Hydrochloric acid (4.0 M in dioxane; 3 mL, 12.0 mmol) was added to a solution of tert-butyl [(6S,9R)-6-(2,3-difluorophenyl)-3-ethyl-2,5,6,7,8,9-hexahydro-3H-imidazo[1,2-a]azepin-9-yl]carbamate (122 mg, 0.310 mmol) in 1,4-dioxane (3 mL). After 1 h, the reaction was concentrated to give the title compound as a bis hydrochloride salt (136 mg). MS 294.1 (M+1). The reactants are N1N=CN=C1 (1H-1,2,4-Triazole), [H-].[Na+] (sodium hydride), ice water, [H][H] (hydrogen), N1(N=CN=C1)C[C@]([C@@H](C)N1N=CN=C1)(O)C1=C(C=C(C=C1)F)F ((2R,3R)-1,3-bis (1H-1,2,4-triazol-1-yl)-2-(2,4-difluorophenyl)-2-butanol). The solvent is oil, CN(C=O)C (dimethylformamide). Reaction conditions: time 15 minute. The product is N1(N=CN=C1)C[C@]([C@@H](C)N1N=CN=C1)(O)C1=C(C=C(C=C1)N1N=CN=C1)F ((2R,3R)-1,3-Bis(1H-1,2,4-triazol-1-yl)-2-[2-fluoro-4-(1H-1-,2,4-triazol-1-yl)phenyl]-2-butanol). The yield is 5734.3%. As a reaction SMILES: [NH:1]1[CH:5]=[N:4][CH:3]=[N:2]1.[H-].[Na+].[H][H].[N:10]1([CH2:15][C@@:16]([C:25]2[CH:30]=[CH:29][C:28](F)=[CH:27][C:26]=2[F:32])([OH:24])[C@H:17]([N:19]2[CH:23]=[N:22][CH:21]=[N:20]2)[CH3:18])[CH:14]=[N:13][CH:12]=[N:11]1>CN(C)C=O>[N:10]1([CH2:15][C@@:16]([C:25]2[CH:30]=[CH:29][C:28]([N:1]3[CH:5]=[N:4][CH:3]=[N:2]3)=[CH:27][C:26]=2[F:32])([OH:24])[C@H:17]([N:19]2[CH:23]=[N:22][CH:21]=[N:20]2)[CH3:18])[CH:14]=[N:13][CH:12]=[N:11]1 |f:1.2|. Procedure details: 1H-1,2,4-Triazole (0.3 mg) was added portionwise to a stirred dispersion of 60% sodium hydride in oil (0.16 g) in dimethylformamide (15 ml) under ice-cooling in a stream of nitrogen, followed by further stirring for 15 minutes. When the evolution of hydrogen (ceased), (2R,3R)-1,3-bis (1H-1,2,4-triazol-1-yl)-2-(2,4-difluorophenyl)-2-butanol (0.64 g) was added to the mixture. The mixture was stirred for 3 hours at 150° C. After cooling, the reaction mixture was added into ice-water and extracted w...